Dataset: the Open Reaction Database (ORD), a public repository of structured organic reaction records. Task: describe an organic reaction: reactants, conditions, products, and yield Reactants: NCC(=O)NC(Cc1ccccc1)C(=O)OCc1ccccc1, ClCCl, CN1CCOCC1, CC(C)(C)OC(=O)NCC(=O)Oc1cc(Cl)c(Cl)cc1Cl, Cl. The product is CC(C)(C)OC(=O)NCC(=O)NCC(=O)NC(Cc1ccccc1)C(=O)OCc1ccccc1. Reaction SMILES: [CH2:2]([c:3]1[cH:4][cH:5][cH:6][cH:7][cH:8]1)[O:9][C:10]([CH:11]([NH:12][C:13]([CH2:14][NH2:15])=[O:16])[CH2:17][c:18]1[cH:19][cH:20][cH:21][cH:22][cH:23]1)=[O:24].[CH2:53]([Cl:54])[Cl:55].[CH3:46][N:47]1[CH2:48][CH2:49][O:50][CH2:51][CH2:52]1.[Cl:25][c:26]1[cH:27][c:28]([Cl:29])[c:30]([Cl:31])[cH:32][c:33]1[O:34][C:35]([CH2:36][NH:37][C:38](=[O:39])[O:40][C:41]([CH3:42])([CH3:43])[CH3:44])=[O:45].[ClH:1]>>[CH2:2]([c:3]1[cH:4][cH:5][cH:6][cH:7][cH:8]1)[O:9][C:10]([CH:11]([NH:12][C:13]([CH2:14][NH:15][C:35](=[O:34])[CH2:36][NH:37][C:38](=[O:39])[O:40][C:41]([CH3:42])([CH3:43])[CH3:44])=[O:16])[CH2:17][c:18]1[cH:19][cH:20][cH:21][cH:22][cH:23]1)=[O:24]. Reactants: [BH4-], CO, COC(=O)c1oc(-c2ccc(OCCCCl)cc2)nc1C, Cl, [Li+], [Na+], C1CCOC1, [OH-]. Product: Cc1nc(-c2ccc(OCCCCl)cc2)oc1CO. Reaction SMILES: [BH4-:24].[CH3:22][OH:23].[Cl:1][CH2:2][CH2:3][CH2:4][O:5][c:6]1[cH:7][cH:8][c:9](-[c:12]2[o:13][c:14]([C:18](=[O:19])[O:20][CH3:21])[c:15]([CH3:17])[n:16]2)[cH:10][cH:11]1.[ClH:26].[Li+:25].[Na+:28].[O:29]1[CH2:30][CH2:31][CH2:32][CH2:33]1.[OH-:27]>>[Cl:1][CH2:2][CH2:3][CH2:4][O:5][c:6]1[cH:7][cH:8][c:9](-[c:12]2[o:13][c:14]([CH2:18][OH:19])[c:15]([CH3:17])[n:16]2)[cH:10][cH:11]1. The reactants are CO, CC(C)Cc1ccc(C(C)(C(=O)OCC(F)(F)F)N(C)C)cc1. Product: CC(C)Cc1ccc(C(C)C(=O)OCC(F)(F)F)cc1. Reaction SMILES: [CH3:24][OH:25].[F:1][C:2]([CH2:3][O:4][C:5]([C:6]([CH3:7])([c:8]1[cH:9][cH:10][c:11]([CH2:14][CH:15]([CH3:16])[CH3:17])[cH:12][cH:13]1)[N:18]([CH3:19])[CH3:20])=[O:21])([F:22])[F:23]>>[F:1][C:2]([CH2:3][O:4][C:5]([CH:6]([CH3:7])[c:8]1[cH:9][cH:10][c:11]([CH2:14][CH:15]([CH3:16])[CH3:17])[cH:12][cH:13]1)=[O:21])([F:22])[F:23]. Reactants: CC(CCCCCCC)(C)Cl (dimethyloctyl chloride), C(C)(=O)[O-] (acetate), [OH-].[Na+] (sodium hydroxide), CC(=CCCC(=C)C=C)C.Cl (myrcene hydrochloride), C(C)(=O)[O-].[Na+] (sodium acetate). Yields the product OC\C=C(/CCC=C(C)C)\C (nerol). RXN SMILES: CC(Cl)(C)CCCCCCC.[CH3:12][C:13]([CH3:21])=[CH:14][CH2:15][CH2:16][C:17]([CH:19]=[CH2:20])=[CH2:18].Cl.C([O-])(=[O:25])C.[Na+].C([O-])(=O)C.[OH-].[Na+]>>[OH:25][CH2:20]/[CH:19]=[C:17](/[CH3:18])\[CH2:16][CH2:15][CH:14]=[C:13]([CH3:21])[CH3:12] |f:1.2,3.4,6.7|. Procedure: The dimethyloctyl chloride is then obtained by reacting the myrcene hydrochloride (neryl/geranyl chloride) with sodium acetate and saponifying the acetate with sodium hydroxide to produce nerol/geranil. This is then hydrogenated to produce dimethyloctanol, which is treated with HCl in the presence of zinc chloride to produce the dimethyloctyl chloride. Reactants: C(C1=CC=CC=C1)N1CC(C(CC1)N1C(=O)C=CC2=CC=CC=C12)C (1-(1-benzyl-3-methyl-4-piperidinyl)carbostyril). The reagents and catalysts are [C].[Pd] (palladium-carbon). The solvent is C(C)(=O)O (Acetic acid). Product: CC1CNCCC1N1C(=O)CCC2=CC=CC=C12 (1-(3-methyl-4-piperidinyl)-3,4-dihydrocarbostyril). Yield: 65.4%. Reaction SMILES: C([N:8]1[CH2:13][CH2:12][CH:11]([N:14]2[C:24]3[C:19](=[CH:20][CH:21]=[CH:22][CH:23]=3)[CH:18]=[CH:17][C:15]2=[O:16])[CH:10]([CH3:25])[CH2:9]1)C1C=CC=CC=1>[C].[Pd].C(O)(=O)C>[CH3:25][CH:10]1[CH:11]([N:14]2[C:24]3[C:19](=[CH:20][CH:21]=[CH:22][CH:23]=3)[CH2:18][CH2:17][C:15]2=[O:16])[CH2:12][CH2:13][NH:8][CH2:9]1 |f:1.2|. Procedure details: Acetic acid (30 ml) and 1-(1-benzyl-3-methyl-4-piperidinyl)carbostyril (2.1 g) are added to 10% palladium-carbon (0.5 g) and the mixture is subjected to catalytic reduction at 80° C. under atmospheric pressure. After the catalytic reduction, 10% palladium-carbon is filtered off and the filtrate is concentrated under reduced pressure. Water is added to the residue and the mixture is basified with aqueous sodium hydroxide solution and then extracted with dichloromethane. After washed with water, t... Reactants: Cc1oncc1C(=O)Nc1ccc(C(F)(F)F)cc1, COc1ccc(P2(=S)SP(=S)(c3ccc(OC)cc3)S2)cc1, Cc1ccccc1. Yields the product Cc1oncc1C(=S)Nc1ccc(C(F)(F)F)cc1. Reaction SMILES: [CH3:1][c:2]1[c:3]([C:7](=[O:8])[NH:9][c:10]2[cH:11][cH:12][c:13]([C:16]([F:17])([F:18])[F:19])[cH:14][cH:15]2)[cH:4][n:5][o:6]1.[CH3:20][O:21][c:22]1[cH:23][cH:24][c:25]([P:26]2(=[S:29])[S:27][P:28]([c:30]3[cH:31][cH:32][c:33]([O:34][CH3:35])[cH:36][cH:37]3)(=[S:38])[S:39]2)[cH:40][cH:41]1.[CH3:42][c:43]1[cH:44][cH:45][cH:46][cH:47][cH:48]1>>[CH3:1][c:2]1[c:3]([C:7]([NH:9][c:10]2[cH:11][cH:12][c:13]([C:16]([F:17])([F:18])[F:19])[cH:14][cH:15]2)=[S:29])[cH:4][n:5][o:6]1. The reactants are CC(C)(C)OC(=O)Nc1ccc(N2CCc3c(n[nH]c3C(N)=O)C2)nc1, ClCCl, O=C(O)C(F)(F)F. The product is NC(=O)c1[nH]nc2c1CCN(c1ccc(N)cn1)C2. RXN SMILES: [C:1]([O:2][C:3](=[O:4])[NH:8][c:9]1[cH:10][cH:11][c:12]([N:15]2[CH2:16][c:17]3[c:18]([c:21]([C:24](=[O:25])[NH2:26])[nH:22][n:23]3)[CH2:19][CH2:20]2)[n:13][cH:14]1)([CH3:5])([CH3:6])[CH3:7].[Cl:34][CH2:35][Cl:36].[OH:27][C:28]([C:29]([F:30])([F:31])[F:32])=[O:33]>>[NH2:8][c:9]1[cH:10][cH:11][c:12]([N:15]2[CH2:16][c:17]3[c:18]([c:21]([C:24](=[O:25])[NH2:26])[nH:22][n:23]3)[CH2:19][CH2:20]2)[n:13][cH:14]1. Conditions: temperature 85 celsius. The solvent is C(C)O (ethanol). Procedure: A mixture of 1-propyl-8-[1-(3-p-tolyl-prop-2-ynyl)-1H-pyrazol-4-yl]-3,7-bis-(2-trimethylsilanyl-ethoxymethyl)-3,7-dihydro-purine-2,6-dione obtained in step 1 (0.035 g, 0.053 mmol;), 2 N HCl (1.5 ml), ethanol (3 ml) were heated at 85° C. for 6 hours. The mixture was cooled to 10-15° C. The solid obtained was filtered and washed with water (1 ml), ethanol (1 ml) to afford 1-propyl-8-[1-(3-p-tolyl-prop-2-ynyl)-1H-pyrazol-4-yl]-3,7-dihydro-purine-2,6-dione (0.009 g, 47%) as a brown solid. The product is C(CC)N1C(NC=2N=C(NC2C1=O)C=1C=NN(C1)CC#CC1=CC=C(C=C1)C)=O (1-propyl-8-[1-(3-p-tolyl-prop-2-ynyl)-1H-pyrazol-4-yl]-3,7-dihydro-purine-2,6-dione). Yield: 43.7%. Reactants: C(CC)N1C(N(C=2N=C(N(C2C1=O)COCC[Si](C)(C)C)C=1C=NN(C1)CC#CC1=CC=C(C=C1)C)COCC[Si](C)(C)C)=O (1-propyl-8-[1-(3-p-tolyl-prop-2-ynyl)-1H-pyrazol-4-yl]-3,7-bis-(2-trimethylsilanyl-ethoxymethyl)-3,7-dihydro-purine-2,6-dione), Cl (HCl). Reaction SMILES: [CH2:1]([N:4]1[C:12](=[O:13])[C:11]2[N:10](COCC[Si](C)(C)C)[C:9]([C:22]3[CH:23]=[N:24][N:25]([CH2:27][C:28]#[C:29][C:30]4[CH:35]=[CH:34][C:33]([CH3:36])=[CH:32][CH:31]=4)[CH:26]=3)=[N:8][C:7]=2[N:6](COCC[Si](C)(C)C)[C:5]1=[O:45])[CH2:2][CH3:3].Cl>C(O)C>[CH2:1]([N:4]1[C:12](=[O:13])[C:11]2[NH:10][C:9]([C:22]3[CH:23]=[N:24][N:25]([CH2:27][C:28]#[C:29][C:30]4[CH:35]=[CH:34][C:33]([CH3:36])=[CH:32][CH:31]=4)[CH:26]=3)=[N:8][C:7]=2[NH:6][C:5]1=[O:45])[CH2:2][CH3:3].